Dataset: the Open Reaction Database (ORD), a public repository of structured organic reaction records. Task: describe an organic reaction: reactants, conditions, products, and yield The reactants are CC(C)(C)OC(=O)NCCN(C(=O)OC(C)(C)C)C(CC(=O)OCc1ccccc1)C(=O)OC(C)(C)C, C, CCO, [Pd]. Product: CC(C)(C)OC(=O)NCCN(C(=O)OC(C)(C)C)C(CC(=O)O)C(=O)OC(C)(C)C. Reaction SMILES: [C:1]([CH3:2])([CH3:3])([CH3:4])[O:5][C:6]([CH:7]([N:8]([CH2:9][CH2:10][NH:11][C:12](=[O:13])[O:14][C:15]([CH3:16])([CH3:17])[CH3:18])[C:19](=[O:20])[O:21][C:22]([CH3:23])([CH3:24])[CH3:25])[CH2:26][C:27](=[O:28])[O:29][CH2:30][c:31]1[cH:32][cH:33][cH:34][cH:35][cH:36]1)=[O:37].[C:38].[CH3:40][CH2:41][OH:42].[Pd:39]>>[C:1]([CH3:2])([CH3:3])([CH3:4])[O:5][C:6]([CH:7]([N:8]([CH2:9][CH2:10][NH:11][C:12](=[O:13])[O:14][C:15]([CH3:16])([CH3:17])[CH3:18])[C:19](=[O:20])[O:21][C:22]([CH3:23])([CH3:24])[CH3:25])[CH2:26][C:27](=[O:28])[OH:29])=[O:37]. Reactants: S(O)(O)(=O)=O (sulfuric acid), OC=1C=C(C(NN1)=O)CC(=O)O ((6-hydroxy-3-oxo-2,3-dihydro-pyridazin-4-yl)-acetic acid), C(C)O (ethanol). Run at temperature 88 celsius, time 4 hour. Yields the product C(C)OC(CC=1C(NN=C(C1)O)=O)=O ((6-hydroxy-3-oxo-2,3-dihydro-pyridazin-4-yl)-acetic Acid Ethyl Ester). Yield: 82.0%. As a reaction SMILES: S(=O)(=O)(O)O.[OH:6][C:7]1[CH:8]=[C:9]([CH2:14][C:15]([OH:17])=[O:16])[C:10](=[O:13])[NH:11][N:12]=1.[CH2:18](O)[CH3:19]>>[CH2:18]([O:16][C:15](=[O:17])[CH2:14][C:9]1[C:10](=[O:13])[NH:11][N:12]=[C:7]([OH:6])[CH:8]=1)[CH3:19]. Procedure: Concentrated sulfuric acid (0.04 mL, 0.75 mmol) was added to a solution of (6-hydroxy-3-oxo-2,3-dihydro-pyridazin-4-yl)-acetic acid (Example 182-(1); 259 mg, 1.52 mmol) in ethanol (3.2 mL), and the mixture was heated while stirring at an external temperature of 84 to 92° C. for four hours. The mixture was left to stand at room temperature overnight. Then, the resulting solid was collected by filtration and sequentially washed with water and ether to give the title compound (246 mg, 82%). Reactants: O1CCCC1 (tetrahydrofuran), [B-](F)(F)(F)F.[Na+] (sodium borofluoride), O1CCCC1 (tetrahydrofuran). The solvent is S(O)(O)(=O)=O (sulfuric acid). Conditions: temperature -10 celsius. Yields the product CCCCO[C@@H](CC)CO (PTMG). RXN SMILES: [O:1]1[CH2:5][CH2:4][CH2:3][CH2:2]1.[B-](F)(F)(F)F.[Na+]>S(=O)(=O)(O)O>[CH3:2][CH2:3][CH2:4][CH2:5][O:1][C@H:4]([CH2:5][OH:1])[CH2:3][CH3:2] |f:1.2|. Reported procedure: In the same reaction apparatus as in Example 1, to 500 g of tetrahydrofuran was dropwise added, while maintaining the same at -10° C., a solution prepared by dissolving 0.75 g of sodium borofluoride in 105 g of 25% fuming sulfuric acid over a period of 40 minutes. After completion of this dropwise addition, the mixture was further subjected to reaction at -10° C. for one hour. The conversion of tetrahydrofuran in this reaction was 40%. Then, the reaction mixture was heated to 30° C. and further ... Starting materials: COC1=CN=C(S1)C(=O)OCC (ethyl 5-methoxythiazole-2-carboxylate), C1CCOC1 (THF). Conditions: time 1 hour. Product: COC1=CN=C(S1)C(=O)O (5-methoxythiazole-2-carboxylic acid). RXN SMILES: [CH3:1][O:2][C:3]1[S:7][C:6]([C:8]([O:10]CC)=[O:9])=[N:5][CH:4]=1.C1COCC1>>[CH3:1][O:2][C:3]1[S:7][C:6]([C:8]([OH:10])=[O:9])=[N:5][CH:4]=1. Procedure details: To a solution of ethyl 5-methoxythiazole-2-carboxylate (73 mg, 0.39 mmol) in THF (1 ml) 1 M LiOH-solution (0.78 ml, 0.78 mmol) was added. Reaction mixture was stirred at RT for 1 h. Reaction was quenched by adding 1 M HCl solution until pH was about 5. Solvents were evaporated and thus obtained crude title compound was used without purification. 1H-NMR (400 MHz; d6-DMSO): δ 3.88 (s, 3H), 7.12 (s, 1H).